Dataset: the Open Reaction Database (ORD), a public repository of structured organic reaction records. Task: describe an organic reaction: reactants, conditions, products, and yield Reactants: CCOC(=O)CBr, O=C1Cc2ccccc2C1, Cl, [Zn], c1ccccc1. Product: CCOC(=O)CC1(O)Cc2ccccc2C1. RXN SMILES: [Br:11][CH2:12][C:13](=[O:14])[O:15][CH2:16][CH3:17].[CH2:1]1[C:2](=[O:10])[CH2:3][c:4]2[cH:5][cH:6][cH:7][cH:8][c:9]21.[ClH:18].[Zn:19].[cH:20]1[cH:21][cH:22][cH:23][cH:24][cH:25]1>>[CH2:1]1[C:2]([OH:10])([CH2:12][C:13](=[O:14])[O:15][CH2:16][CH3:17])[CH2:3][c:4]2[cH:5][cH:6][cH:7][cH:8][c:9]21.